This data is from the Open Reaction Database (ORD), a public repository of structured organic reaction records. The task is: describe an organic reaction: reactants, conditions, products, and yield Starting materials: BrB(Br)Br, ClCCl, COc1cc(F)ccc1C(=O)Nc1cccnc1SCCS(=O)(=O)c1cccc(C(F)(F)F)c1, [Na+], O=C([O-])O, O. Yields the product O=C(Nc1cccnc1SCCS(=O)(=O)c1cccc(C(F)(F)F)c1)c1ccc(F)cc1O. RXN SMILES: [B:35]([Br:36])([Br:37])[Br:38].[Cl:45][CH2:46][Cl:47].[F:1][c:2]1[cH:3][c:4]([O:33][CH3:34])[c:5]([C:6](=[O:7])[NH:8][c:9]2[c:10]([S:15][CH2:16][CH2:17][S:18](=[O:19])(=[O:20])[c:21]3[cH:22][c:23]([C:27]([F:28])([F:29])[F:30])[cH:24][cH:25][cH:26]3)[n:11][cH:12][cH:13][cH:14]2)[cH:31][cH:32]1.[Na+:44].[O-:40][C:41]([OH:42])=[O:43].[OH2:39]>>[F:1][c:2]1[cH:3][c:4]([OH:33])[c:5]([C:6](=[O:7])[NH:8][c:9]2[c:10]([S:15][CH2:16][CH2:17][S:18](=[O:19])(=[O:20])[c:21]3[cH:22][c:23]([C:27]([F:28])([F:29])[F:30])[cH:24][cH:25][cH:26]3)[n:11][cH:12][cH:13][cH:14]2)[cH:31][cH:32]1. Reactants: COC([C@H](C(C1=CC=C(C=C1)Cl)C1=CC=C(C=C1)Cl)NC(C1=C(C=C(C=C1)I)NS(=O)(=O)C1=CC=CC=2C1=NSN2)=O)=O ((S)-2-[2-(benzo[1,2,5]thiadiazole-4-sulfonylamino)-4-iodo-benzoylamino]-3,3-bis-(4-chloro-phenyl)-propionic acid methyl ester), [Li+].[OH-] (LiOH). The reagents and catalysts are Cl (HCl). Solvent: C1CCOC1 (THF), C1CCOC1 (THF). Run at time 8 hour. The product is N1=C2C(=NS1)C(=CC=C2)S(=O)(=O)NC2=C(C(=O)N[C@H](C(=O)O)C(C1=CC=C(C=C1)Cl)C1=CC=C(C=C1)Cl)C=CC(=C2)I ((S)-2-[2-(Benzo[1,2,5]thiadiazole-4-sulfonylamino)-4-iodo-benzoylamino]-3,3-bis-(4-chloro-phenyl)-propionic acid). Yield: 76.7%. As a reaction SMILES: C[O:2][C:3](=[O:43])[C@@H:4]([NH:20][C:21](=[O:42])[C:22]1[CH:27]=[CH:26][C:25]([I:28])=[CH:24][C:23]=1[NH:29][S:30]([C:33]1[C:38]2=[N:39][S:40][N:41]=[C:37]2[CH:36]=[CH:35][CH:34]=1)(=[O:32])=[O:31])[CH:5]([C:13]1[CH:18]=[CH:17][C:16]([Cl:19])=[CH:15][CH:14]=1)[C:6]1[CH:11]=[CH:10][C:9]([Cl:12])=[CH:8][CH:7]=1.[Li+].[OH-]>Cl.C1COCC1>[N:41]1[S:40][N:39]=[C:38]2[C:33]([S:30]([NH:29][C:23]3[CH:24]=[C:25]([I:28])[CH:26]=[CH:27][C:22]=3[C:21]([NH:20][C@@H:4]([CH:5]([C:6]3[CH:11]=[CH:10][C:9]([Cl:12])=[CH:8][CH:7]=3)[C:13]3[CH:14]=[CH:15][C:16]([Cl:19])=[CH:17][CH:18]=3)[C:3]([OH:43])=[O:2])=[O:42])(=[O:31])=[O:32])=[CH:34][CH:35]=[CH:36][C:37]=12 |f:1.2|. Procedure details: A mixture of (S)-2-[2-(benzo[1,2,5]thiadiazole-4-sulfonylamino)-4-iodo-benzoylamino]-3,3-bis-(4-chloro-phenyl)-propionic acid methyl ester (49 mg, 0.064 mmol), THF (2 mL), and LiOH (1 M in water, 1 mL) was stirred vigorously overnight at rt. The mixture was acidified with conc. HCl (4 drops), diluted with THF to 3.5 mL, and purified by preparative reverse phase HPLC to provide 37 mg (77%) of the acid as a white solid. HPLC: RT=10.62 min. MS (ESI−): mass calcd. for C28H19Cl2IN4O5S2, 753.42; m/z f...